This data is from the Open Reaction Database (ORD), a public repository of structured organic reaction records. The task is: describe an organic reaction: reactants, conditions, products, and yield The reactants are C1(=CC=C(C=C1)S(=O)(=O)Cl)C (p-toluenesulfonyl chloride), COCOC1=CC(=C(N)C=C1)[N+](=O)[O-] (4-Methoxymethoxy-2-nitroaniline), O (water). The solvent is N1=CC=CC=C1 (pyridine). Yields the product COCOC1=CC(=C(NS(=O)(=O)C2=CC=C(C=C2)C)C=C1)[N+](=O)[O-] (4′-methoxymethoxy-2′-nitro-p-toluenesulfonanilide). Isolated yield 69.2%. Reaction SMILES: [CH3:1][O:2][CH2:3][O:4][C:5]1[CH:11]=[CH:10][C:8]([NH2:9])=[C:7]([N+:12]([O-:14])=[O:13])[CH:6]=1.[C:15]1([CH3:25])[CH:20]=[CH:19][C:18]([S:21](Cl)(=[O:23])=[O:22])=[CH:17][CH:16]=1.O>N1C=CC=CC=1>[CH3:1][O:2][CH2:3][O:4][C:5]1[CH:11]=[CH:10][C:8]([NH:9][S:21]([C:18]2[CH:19]=[CH:20][C:15]([CH3:25])=[CH:16][CH:17]=2)(=[O:23])=[O:22])=[C:7]([N+:12]([O-:14])=[O:13])[CH:6]=1. Procedure: 4-Methoxymethoxy-2-nitroaniline (7.69 g (38.8 mmol)) was dissolved in 19.0 ml of pyridine. To this, p-toluenesulfonyl chloride (8.14 g (42.7 mmol)) was added with stirring at room temperature and the mixture was stirred at room temperature for 18 hours. Then, water (200.0 ml) was added to the reaction mixture, and the resulting mixture was extracted with chloroform. The extract was washed with water, dried over anhydrous magnesium sulfate, and concentrated under reduced pressure. The residue was... The reactants are C(C)(=O)NC1=CC=C(C=N1)C=CC(=O)O (3-(6-acetylamino-pyridin-3-yl)-acrylic acid), [OH-].[Na+] (NaOH). The solvent is C(C)O (ethanol). Reaction conditions: time 16 hour. The product is NC1=CC=C(C=N1)C=CC(=O)O (3-(6-Amino-pyridin-3-yl)-acrylic acid). Isolated yield 49.7%. As a reaction SMILES: C([NH:4][C:5]1[N:10]=[CH:9][C:8]([CH:11]=[CH:12][C:13]([OH:15])=[O:14])=[CH:7][CH:6]=1)(=O)C.[OH-].[Na+]>C(O)C>[NH2:4][C:5]1[N:10]=[CH:9][C:8]([CH:11]=[CH:12][C:13]([OH:15])=[O:14])=[CH:7][CH:6]=1 |f:1.2|. Procedure: To 3-(6-acetylamino-pyridin-3-yl)-acrylic acid (0.80 g, 3.88 mmol) in ethanol (10 mL) is added 1N NaOH (20 mL). The solution is heated to reflux. After 16 h, the solution is concentrated to ⅓ its volume. The aqueous solution is diluted with water and acidified to pH=2 with 6N HCl. The solution is concentrated to dryness. The residue is dissolved in methanol. The solution is filtered. The organic solution is concentrated. The crude product is purified by RP-HPLC eluting with a gradient of 5%CH3CN... The reactants are N1(CCC1)CC=1C=C2CCN(CC2=CC1)C(C(F)(F)F)=O (1-[6-(Azetidin-1-yl-methyl)-1,2,3,4-tetrahydro-isoquinolin-2-yl]-2,2,2-trifluoro-ethanone), C(=O)([O-])[O-].[K+].[K+] (K2CO3), Cl (hydrochloride), Cl (HCl), C(C)OCC (diethyl ether). Solvent: CO (methanol). Run at temperature 25 celsius, time 1 hour. The product is Cl.Cl.N1(CCC1)CC=1C=C2CCNCC2=CC1 (6-(Azetidin-1-yl-methyl)-1,2,3,4-tetrahydro-isoquinoline dihydrochloride). As a reaction SMILES: [N:1]1([CH2:5][C:6]2[CH:7]=[C:8]3[C:13](=[CH:14][CH:15]=2)[CH2:12][N:11](C(=O)C(F)(F)F)[CH2:10][CH2:9]3)[CH2:4][CH2:3][CH2:2]1.C([O-])([O-])=O.[K+].[K+].[ClH:28].C(OCC)C>CO>[ClH:28].[ClH:28].[N:1]1([CH2:5][C:6]2[CH:7]=[C:8]3[C:13](=[CH:14][CH:15]=2)[CH2:12][NH:11][CH2:10][CH2:9]3)[CH2:4][CH2:3][CH2:2]1 |f:1.2.3,7.8.9|. Procedure details: 1-[6-(Azetidin-1-yl-methyl)-1,2,3,4-tetrahydro-isoquinolin-2-yl]-2,2,2-trifluoro-ethanone (5.162 mmol, 1 equiv.) was dissolved in methanol (20 ml); K2CO3 (10.32 mmol, 2 equiv.) was added, and the mixture was stirred for 1 hour at 25° C. Methanol was concentrated in vacuo, and the residue was taken up in dichloromethane (30 ml) and washed with distilled water (5 ml). The aqueous phase was extracted with DCM (20 ml), and the combined organic phases were dried over sodium sulfate and concentrated i... The reagents and catalysts are [Pd] (Palladium on Carbon). Reaction conditions: time 4 hour. Solvent: C(C)O (Ethanol). Reactants: C(C)N1CCCOC2=C1C=C(C=C2)[N+](=O)[O-] (9-Ethyl-2-nitro-6,7,8,9-tetrahydro-5-oxa-9-aza-benzocycloheptene), O.NN (Hydrazine monohydrate). As a reaction SMILES: [CH2:1]([N:3]1[C:9]2[CH:10]=[C:11]([N+:14]([O-])=O)[CH:12]=[CH:13][C:8]=2[O:7][CH2:6][CH2:5][CH2:4]1)[CH3:2].O.NN>[Pd].C(O)C>[CH2:1]([N:3]1[C:9]2[CH:10]=[C:11]([NH2:14])[CH:12]=[CH:13][C:8]=2[O:7][CH2:6][CH2:5][CH2:4]1)[CH3:2] |f:1.2|. The product is C(C)N1CCCOC2=C1C=C(C=C2)N (9-Ethyl-6,7,8,9-tetrahydro-5-oxa-9-aza-benzocyclohepten-2-ylamine). Procedure: 9-Ethyl-2-nitro-6,7,8,9-tetrahydro-5-oxa-9-aza-benzocycloheptene (486 mg, 2.19), 10% Palladium on Carbon (50% Wet) (302 mg) and Hydrazine monohydrate (1.00 g, 20.0 mmol) in Ethanol (20 mL) was heated at 60° C. After 4 h, the mixture was filtered and conc. in vacuo. After azeotroping with toluene and drying, 9-Ethyl-6,7,8,9-tetrahydro-5-oxa-9-aza-benzocyclohepten-2-ylamine was isolated in quantitative yield. Reactants: [OH-].[Na+] (NaOH), solution, C(C)(=O)OCC1=NN(C(=C1)C(Cl)(Cl)Cl)C1=NC=CC=C1Cl ([1-(3-chloropyridin-2-yl)-5-(trichloromethyl)-1H-pyrazol-3-yl]methyl acetate). Solvent: O (water), C(C)O (ethanol), O (water). Conditions: time 1 hour. Yields the product ClC=1C(=NC=CC1)N1N=C(C=C1C(Cl)(Cl)Cl)CO ([1-(3-Chloropyridin-2-yl)-5-(trichloromethyl)-1H-pyrazol-3-yl]methanol). Reaction SMILES: C([O:4][CH2:5][C:6]1[CH:10]=[C:9]([C:11]([Cl:14])([Cl:13])[Cl:12])[N:8]([C:15]2[C:20]([Cl:21])=[CH:19][CH:18]=[CH:17][N:16]=2)[N:7]=1)(=O)C.[OH-].[Na+]>C(O)C.O>[Cl:21][C:20]1[C:15]([N:8]2[C:9]([C:11]([Cl:12])([Cl:13])[Cl:14])=[CH:10][C:6]([CH2:5][OH:4])=[N:7]2)=[N:16][CH:17]=[CH:18][CH:19]=1 |f:1.2|. Procedure: 36.9 g of [1-(3-chloropyridin-2-yl)-5-(trichloromethyl)-1H-pyrazol-3-yl]methyl acetate were dissolved in 100 ml of ethanol, and 20 g of NaOH (as a 40% solution in water) were added. After 1 h, the mixture was diluted with 300 ml of water, and the product was filtered off, washed with water and dried. This gave 30 g (95%) of the product as a white solid.